Dataset: the Open Reaction Database (ORD), a public repository of structured organic reaction records. Task: describe an organic reaction: reactants, conditions, products, and yield The reactants are CCOC(=O)C (EtOAc), O (water), BrC=1C=C(C=CC1)C#C (3-bromophenylacetylene), TEA, IC1=CC=C(C=C1)OC(F)F (4-iodo(difluoromethoxy)benzene). The reagents and catalysts are Cl[Pd]([P](C1=CC=CC=C1)(C2=CC=CC=C2)C3=CC=CC=C3)([P](C4=CC=CC=C4)(C5=CC=CC=C5)C6=CC=CC=C6)Cl (bis(triphenylphosphine)dichloropalladium(II)), [Cu]I (CuI). Run in CN(C)C=O (DMF). Run at time 4 hour. The product is BrC1=CC(=CC=C1)C#CC1=CC=C(C=C1)OC(F)F (1-Bromo-3-((4-(difluoromethoxy)phenyl)ethynyl)benzene). Reaction SMILES: [Br:1][C:2]1[CH:3]=[C:4]([C:8]#[CH:9])[CH:5]=[CH:6][CH:7]=1.I[C:11]1[CH:16]=[CH:15][C:14]([O:17][CH:18]([F:20])[F:19])=[CH:13][CH:12]=1.CCOC(C)=O.O>CN(C=O)C.Cl[Pd](Cl)([P](C1C=CC=CC=1)(C1C=CC=CC=1)C1C=CC=CC=1)[P](C1C=CC=CC=1)(C1C=CC=CC=1)C1C=CC=CC=1.[Cu]I>[Br:1][C:2]1[CH:7]=[CH:6][CH:5]=[C:4]([C:8]#[C:9][C:11]2[CH:16]=[CH:15][C:14]([O:17][CH:18]([F:20])[F:19])=[CH:13][CH:12]=2)[CH:3]=1 |^1:35,54|. Procedure details: To a solution of 3-bromophenylacetylene (9.1 g, 50.26 mmol), TEA (22.4 g, 221 mmol, 30.8 mL), bis(triphenylphosphine)dichloropalladium(II) (1.41 g, 2.01 mmol), and CuI (230 mg, 1.2 mmol) in DMF (60 mL) was added 4-iodo(difluoromethoxy)benzene (10.85 g, 40.21 mmol) at room temperature. The reaction mixture had gotten warm after the addition was completed. The mixture was stirred for 4 h then the mixture was portioned between EtOAc and water. The aqueous layer was separated and extracted twice wit... Reactants: O=C=NCc1ccccc1, ClCCl, NCc1ccc(CN(Cc2nc3ccccc3[nH]2)C2CCCc3cccnc32)cc1. The product is O=C(NCc1ccccc1)NCc1ccc(CN(Cc2nc3ccccc3[nH]2)C2CCCc3cccnc32)cc1. As a reaction SMILES: [CH2:31]([c:32]1[cH:33][cH:34][cH:35][cH:36][cH:37]1)[N:38]=[C:39]=[O:40].[Cl:41][CH2:42][Cl:43].[NH2:1][CH2:2][c:3]1[cH:4][cH:5][c:6]([CH2:7][N:8]([CH:9]2[CH2:10][CH2:11][CH2:12][c:13]3[cH:14][cH:15][cH:16][n:17][c:18]32)[CH2:19][c:20]2[n:21][c:22]3[c:23]([nH:24]2)[cH:25][cH:26][cH:27][cH:28]3)[cH:29][cH:30]1>>[NH:1]([CH2:2][c:3]1[cH:4][cH:5][c:6]([CH2:7][N:8]([CH:9]2[CH2:10][CH2:11][CH2:12][c:13]3[cH:14][cH:15][cH:16][n:17][c:18]32)[CH2:19][c:20]2[n:21][c:22]3[c:23]([nH:24]2)[cH:25][cH:26][cH:27][cH:28]3)[cH:29][cH:30]1)[C:39]([NH:38][CH2:31][c:32]1[cH:33][cH:34][cH:35][cH:36][cH:37]1)=[O:40]. Starting materials: B, Cc1ccc([N+](=O)[O-])c(C)c1C(=O)O, C1CCOC1, C1CCOC1, O. Product: Cc1ccc([N+](=O)[O-])c(C)c1CO. RXN SMILES: [BH3:6].[CH3:7][c:8]1[c:9]([C:10](=[O:11])[OH:12])[c:13]([CH3:20])[cH:14][cH:15][c:16]1[N+:17](=[O:18])[O-:19].[O:1]1[CH2:2][CH2:3][CH2:4][CH2:5]1.[O:22]1[CH2:23][CH2:24][CH2:25][CH2:26]1.[OH2:21]>>[CH3:7][c:8]1[c:9]([CH2:10][OH:11])[c:13]([CH3:20])[cH:14][cH:15][c:16]1[N+:17](=[O:18])[O-:19]. The reactants are COB(OC)OC (Trimethylborate), FC1=CC=C(C=C1)[Mg]Br (p-fluorophenyl magnesium bromide). Solvent: O1CCCC1 (tetrahydrofuran). Reaction conditions: time 8 hour. Yields the product FC1=CC=C(C=C1)B(OC)C1=CC=C(C=C1)F (methyl di(p-fluorophenyl)borinate). Isolated yield 95.1%. RXN SMILES: [CH3:1][O:2][B:3](OC)OC.[F:8][C:9]1[CH:14]=[CH:13][C:12]([Mg]Br)=[CH:11][CH:10]=1>O1CCCC1>[F:8][C:9]1[CH:14]=[CH:13][C:12]([B:3]([C:12]2[CH:13]=[CH:14][C:9]([F:8])=[CH:10][CH:11]=2)[O:2][CH3:1])=[CH:11][CH:10]=1. Reported procedure: Trimethylborate (1.0 ml, 8.75×10−3 mol) is added dropwise to a freshly prepared solution of p-fluorophenyl magnesium bromide (18.4 ml, 1 M, 1.84×10−2 mol) in tetrahydrofuran (30 ml) under argon at −78° C. The mixture is warmed to room temperature and stirred overnight. The solution is cooled to −78° C. and excess grignard reagent is destroyed by the dropwise addition of methanol until no more effervescence is observed. The solvents are removed in vacuo and the residue dissolved in diethyl ether ... The reactants are BrCCCCl (1-bromo-3-chloropropane), OC1=C2C=CNC2=CC=C1 (4-hydroxyindole), [H-].[Na+] (sodium hydride). Solvent: CN(C=O)C (dimethylformamide), CN(C=O)C (dimethylformamide), O (water). Run at temperature 0 celsius, time 1.5 hour. The product is N1C=CC2=C(C=CC=C12)OCCCCl (3-chloropropyl indol-4-yl ether). Yield: 58.6%. RXN SMILES: [H-].[Na+].[OH:3][C:4]1[CH:12]=[CH:11][CH:10]=[C:9]2[C:5]=1[CH:6]=[CH:7][NH:8]2.Br[CH2:14][CH2:15][CH2:16][Cl:17]>CN(C)C=O.O>[NH:8]1[C:9]2[C:5](=[C:4]([O:3][CH2:14][CH2:15][CH2:16][Cl:17])[CH:12]=[CH:11][CH:10]=2)[CH:6]=[CH:7]1 |f:0.1|. Reported procedure: A suspension of 1.6 gm (39.7 mMol) sodium hydride (60% dispersion in mineral oil) in 80 mL dimethylformamide was cooled to 0° C. under a nitrogen atmosphere. To this suspension were added 5.0 gm (37.6 mMol) 4-hydroxyindole in portions over 30 minutes. The reaction mixture was stirred at room temperature for 1.5 hours after this addition was complete. To the resulting mixture was then added dropwise a solution of 5.91 gm (37.6 mMol) 1-bromo-3-chloropropane in dimethylformamide and the reaction mi... Reactants: C1(CCCC2=CC=CC=C12)=O (3,4-dihydro-1(2H)naphthalenone), O1CCCC1 (tetrahydrofuran), [NH4+].[Cl-] (NH4Cl), CC1(N=C(OC1)C1=CC=NC=C1)C (4-(4,5-dihydro-4,4-dimethyl-2-oxazolyl)pyridine), O1CCCC1 (tetrahydrofuran), C[Li] (methyl lithium). Run at time 2 hour. Product: C1(=CCCC2=CC=CC=C12)C=1C=NC=CC1C(=O)NC(CO)(C)C (3-(3,4-dihydro-1-naphthalenyl)-N-(2-hydroxy-1,1-dimethylethyl)-4-pyridinecarboxamide). Yield: 17.6%. As a reaction SMILES: [CH3:1][C:2]1([CH3:13])[CH2:6][O:5][C:4]([C:7]2[CH:12]=[CH:11][N:10]=[CH:9][CH:8]=2)=[N:3]1.C[Li].[C:16]1(=O)[C:25]2[C:20](=[CH:21][CH:22]=[CH:23][CH:24]=2)[CH2:19][CH2:18][CH2:17]1.[NH4+].[Cl-].[O:29]1CCCC1>>[C:19]1([C:8]2[CH:9]=[N:10][CH:11]=[CH:12][C:7]=2[C:4]([NH:3][C:2]([CH3:13])([CH3:1])[CH2:6][OH:5])=[O:29])[C:20]2[C:25](=[CH:24][CH:23]=[CH:22][CH:21]=2)[CH2:16][CH2:17][CH:18]=1 |f:3.4|. Reported procedure: Preparation of: ##STR39## To a stirred and cooled (-78° C.) solution of 26.4 g of 4-(4,5-dihydro-4,4-dimethyl-2-oxazolyl)pyridine in 200 ml of tetrahydrofuran (distilled over LiAlH4) there were added 70 ml of methyl lithium under a nitrogen atmosphere. Stirring was continued for 2 hours at 0° C. At -78° C., there was added a solution of 22 g of 3,4-dihydro-1(2H)naphthalenone in 50 ml of tetrahydrofuran. After stirring overnight at room temperature, the reaction mixture was poured into a saturate...